This data is from the Open Reaction Database (ORD), a public repository of structured organic reaction records. The task is: describe an organic reaction: reactants, conditions, products, and yield Reactants: CC(NC(=O)OC(C)(C)C)C(=O)O, COC(=O)C(Cc1ccccc1)NC(=O)C(C)N, COC(=O)C(N)Cc1ccccc1, Cl, O=C(O)CC1CCCCC1. The product is COC(=O)C(Cc1ccccc1)NC(=O)C(C)NC(=O)CC1CCCCC1. As a reaction SMILES: [C:29]([NH:30][CH:31]([C:32]([OH:33])=[O:34])[CH3:35])([O:36][C:37]([CH3:38])([CH3:39])[CH3:40])=[O:41].[CH3:11][O:12][C:13]([CH:14]([NH:15][C:16]([CH:17]([NH2:18])[CH3:19])=[O:20])[CH2:21][c:22]1[cH:23][cH:24][cH:25][cH:26][cH:27]1)=[O:28].[CH3:43][O:44][C:45](=[O:46])[CH:47]([CH2:48][c:49]1[cH:50][cH:51][cH:52][cH:53][cH:54]1)[NH2:55].[ClH:42].[OH:1][C:2](=[O:3])[CH2:4][CH:5]1[CH2:6][CH2:7][CH2:8][CH2:9][CH2:10]1>>[C:2](=[O:3])([CH2:4][CH:5]1[CH2:6][CH2:7][CH2:8][CH2:9][CH2:10]1)[NH:18][CH:17]([C:16]([NH:15][CH:14]([C:13]([O:12][CH3:11])=[O:28])[CH2:21][c:22]1[cH:23][cH:24][cH:25][cH:26][cH:27]1)=[O:20])[CH3:19]. The reactants are COCC1=C(C=CC=C1)C1=CC=CC=2N1N=C(N2)NC2=CC1=C(CCNCC1)C=C2 ([5-(2-Methoxymethyl-phenyl)-[1,2,4]triazolo[1,5-a]pyridin-2-yl]-(2,3,4,5-tetrahydro-1H-benzo[d]azepin-7-yl)-amine), C([O-])([O-])=O.[K+].[K+] (potassium carbonate), ClCC(=O)N(C)C (2-chloro-N,N-dimethyl-acetamide), [I-].[Na+] (sodium iodide). Run in C(C)#N (acetonitrile), C(Cl)(Cl)Cl (chloroform). Run at temperature 70 celsius. The product is COCC1=C(C=CC=C1)C1=CC=CC=2N1N=C(N2)NC2=CC1=C(CCN(CC1)CC(=O)N(C)C)C=C2 (2-{7-[5-(2-Methoxymethyl-phenyl)-[1,2,4]triazolo[1,5-a]pyridin-2-ylamino]-1,2,4,5-tetrahydro-benzo[d]azepin-3-yl}-N,N-dimethyl-acetamide). Isolated yield 32.1%. As a reaction SMILES: [CH3:1][O:2][CH2:3][C:4]1[CH:9]=[CH:8][CH:7]=[CH:6][C:5]=1[C:10]1[N:15]2[N:16]=[C:17]([NH:19][C:20]3[CH:30]=[CH:29][C:23]4[CH2:24][CH2:25][NH:26][CH2:27][CH2:28][C:22]=4[CH:21]=3)[N:18]=[C:14]2[CH:13]=[CH:12][CH:11]=1.C(=O)([O-])[O-].[K+].[K+].Cl[CH2:38][C:39]([N:41]([CH3:43])[CH3:42])=[O:40].[I-].[Na+]>C(#N)C.C(Cl)(Cl)Cl>[CH3:1][O:2][CH2:3][C:4]1[CH:9]=[CH:8][CH:7]=[CH:6][C:5]=1[C:10]1[N:15]2[N:16]=[C:17]([NH:19][C:20]3[CH:30]=[CH:29][C:23]4[CH2:24][CH2:25][N:26]([CH2:38][C:39]([N:41]([CH3:43])[CH3:42])=[O:40])[CH2:27][CH2:28][C:22]=4[CH:21]=3)[N:18]=[C:14]2[CH:13]=[CH:12][CH:11]=1 |f:1.2.3,5.6|. Procedure: To a solution of [5-(2-Methoxymethyl-phenyl)-[1,2,4]triazolo[1,5-a]pyridin-2-yl]-(2,3,4,5-tetrahydro-1H-benzo[d]azepin-7-yl)-amine (70.0 mg, 0.18 mmol) in acetonitrile (5 mL) was added potassium carbonate (0.0484 g, 0.350 mmol), 2-chloro-N,N-dimethyl-acetamide (0.0270 mL, 0.263 mmol), followed by sodium iodide (0.0263 g, 0.175 mmol) and the reaction was heated at 70° C. for 2.5 hours and cooled to room temperature. The reaction was diluted with chloroform, washed with water then brine. The organ...